The task is: describe an organic reaction: reactants, conditions, products, and yield. This data is from the Open Reaction Database (ORD), a public repository of structured organic reaction records. Reactants: BrC1=CC=C(C=C1)NS(=O)C (N-(4-bromophenyl)methanesulfinamide), CNCC (methylethylamine), Intermediate 3. Yields the product BrC1=CC=C(C=C1)N=S(=O)(N(C)CC)C (N′-(4-Bromophenyl)-N-ethyl-N-methyl-methanesulfonimidamide). RXN SMILES: [Br:1][C:2]1[CH:7]=[CH:6][C:5]([NH:8][S:9]([CH3:11])=[O:10])=[CH:4][CH:3]=1.[CH3:12][NH:13][CH2:14][CH3:15]>>[Br:1][C:2]1[CH:7]=[CH:6][C:5]([N:8]=[S:9]([CH3:11])([N:13]([CH2:14][CH3:15])[CH3:12])=[O:10])=[CH:4][CH:3]=1. Procedure: The title compound is prepared from N-(4-bromophenyl)methanesulfinamide and methylethylamine following a procedure analogous to that described for Intermediate 3 (Step 2). LC (method 1): tR=0.99 min; Mass spectrum (ESI+): m/z=291, 293 [M+H]+. Starting materials: COC1=CC=C(C(=O)CC(=O)OCC)C=C1 (ethyl 4-methoxybenzoylacetate), Cl.ON (hydroxyamine hydrochloride). The solvent is C(C)(=O)O (acetic acid). Reaction conditions: temperature 100 celsius, time 2 hour. The product is COC1=CC=C(C=C1)C=1NOC(C1)=O (3-(4-Methoxyphenyl)-isoxazol-5-one). Reaction SMILES: [CH3:1][O:2][C:3]1[CH:16]=[CH:15][C:6]([C:7]([CH2:9][C:10]([O:12]CC)=[O:11])=O)=[CH:5][CH:4]=1.Cl.O[NH2:19]>C(O)(=O)C>[CH3:1][O:2][C:3]1[CH:16]=[CH:15][C:6]([C:7]2[NH:19][O:12][C:10](=[O:11])[CH:9]=2)=[CH:5][CH:4]=1 |f:1.2|. Reported procedure: To 110 ml of acetic acid were added 16 g (72 mmol) of ethyl 4-methoxybenzoylacetate and 5 g (72 mmol) of hydroxyamine hydrochloride, followed by stirring at 100° C. for 2 hours. The resulting mixture was allowed to stand overnight at room temperature. The reaction mixture was concentrated under reduced pressure. Crystals thus precipitated were collected by filtration, washed with water and then dried under reduced pressure, whereby the title compound was obtained as pale yellow crystals. Reactants: C(C1=CC=CC=C1)C(C(=O)OCC)C(=O)OCC (diethyl benzylmalonate), [Al].[Li] (lithium aluminium), [H-].[H-].[H-].[H-].[Li+].[Al+3] (LiAlH4). The solvent is C(C)OCC (diethyl ether), CCOCC (ether). Yields the product C(C1=CC=CC=C1)C(CO)CO (2-benzyl-1,3-propanediol). Isolated yield 65.1%. As a reaction SMILES: [CH2:1]([CH:8]([C:14](OCC)=[O:15])[C:9](OCC)=[O:10])[C:2]1[CH:7]=[CH:6][CH:5]=[CH:4][CH:3]=1.[Al].[Li].[H-].[H-].[H-].[H-].[Li+].[Al+3]>C(OCC)C>[CH2:1]([CH:8]([CH2:9][OH:10])[CH2:14][OH:15])[C:2]1[CH:7]=[CH:6][CH:5]=[CH:4][CH:3]=1 |f:1.2,3.4.5.6.7.8,^1:19|. Procedure details: A solution of diethyl benzylmalonate (107 g, 0.43 mol) in 300 ml dry diethyl ether was added under nitrogen to a suspension of 24.5 g (0.65 mol) lithium aluminium hudride (LiAlH4) in 220 ml dry ether so to maintain a gentle reflux. The reaction mixture was refluxed for 2 more hours after the addition was completed. The excess of LiAlH4 was destroyed by addition of 50 ml ethyl acetate, followed by 50 ml water and finally by 600 ml 15% sulfuric acid. The ether phase was extracted by a saturated so... Reactants: Cl, COc1cc2c(Oc3ccc4[nH]c(C)cc4c3F)ncnc2cc1OCCCN1CCN(C(=O)OC(C)(C)C)CC1, C1COCCO1. The product is COc1cc2c(Oc3ccc4[nH]c(C)cc4c3F)ncnc2cc1OCCCN1CCNCC1. Reaction SMILES: [ClH:42].[F:1][c:2]1[c:3]2[cH:4][c:5]([CH3:41])[nH:6][c:7]2[cH:8][cH:9][c:10]1[O:11][c:12]1[n:13][cH:14][n:15][c:16]2[cH:17][c:18]([O:24][CH2:25][CH2:26][CH2:27][N:28]3[CH2:29][CH2:30][N:31]([C:34]([O:35][C:36]([CH3:37])([CH3:38])[CH3:39])=[O:40])[CH2:32][CH2:33]3)[c:19]([O:22][CH3:23])[cH:20][c:21]12.[O:43]1[CH2:44][CH2:45][O:46][CH2:47][CH2:48]1>>[F:1][c:2]1[c:3]2[cH:4][c:5]([CH3:41])[nH:6][c:7]2[cH:8][cH:9][c:10]1[O:11][c:12]1[n:13][cH:14][n:15][c:16]2[cH:17][c:18]([O:24][CH2:25][CH2:26][CH2:27][N:28]3[CH2:29][CH2:30][NH:31][CH2:32][CH2:33]3)[c:19]([O:22][CH3:23])[cH:20][c:21]12. Starting materials: O=c1ccc(Br)c[nH]1, CN1CCCC1=O, [K+], O, [S-]c1ccccc1. Yields the product O=c1ccc(Sc2ccccc2)c[nH]1. As a reaction SMILES: [Br:1][c:2]1[cH:3][cH:4][c:5](=[O:8])[nH:6][cH:7]1.[CH3:17][N:18]1[CH2:19][CH2:20][CH2:21][C:22]1=[O:23].[K+:16].[OH2:24].[S-:9][c:10]1[cH:11][cH:12][cH:13][cH:14][cH:15]1>>[c:2]1([S:9][c:10]2[cH:11][cH:12][cH:13][cH:14][cH:15]2)[cH:3][cH:4][c:5](=[O:8])[nH:6][cH:7]1. The reactants are BrCCc1ccccc1, CCCCC1CNCCC1=O, CCN(C(C)C)C(C)C, CN(C)C=O. Yields the product CCCCC1CN(CCc2ccccc2)CCC1=O. As a reaction SMILES: [Br:21][CH2:22][CH2:23][c:24]1[cH:25][cH:26][cH:27][cH:28][cH:29]1.[CH2:1]([CH2:2][CH2:3][CH3:4])[CH:5]1[CH2:6][NH:7][CH2:8][CH2:9][C:10]1=[O:11].[CH:12]([N:13]([CH2:14][CH3:15])[CH:16]([CH3:17])[CH3:18])([CH3:19])[CH3:20].[O:30]=[CH:31][N:32]([CH3:33])[CH3:34]>>[CH2:1]([CH2:2][CH2:3][CH3:4])[CH:5]1[CH2:6][N:7]([CH2:22][CH2:23][c:24]2[cH:25][cH:26][cH:27][cH:28][cH:29]2)[CH2:8][CH2:9][C:10]1=[O:11]. Reactants: C([O-])([O-])=O.[Cs+].[Cs+] (Cesium carbonate), BrC=1C=NC=C(C1C)Br (3,5-dibromo-4-methylpyridine), C1(CC1)B(O)O (cyclopropylboronic acid), O1CCOCC1 (1,4-dioxan). The reagents and catalysts are C1=CC=C(C=C1)P([C-]2C=CC=C2)C3=CC=CC=C3.C1=CC=C(C=C1)P([C-]2C=CC=C2)C3=CC=CC=C3.Cl[Pd]Cl.[Fe+2] (Pd(dppf)2Cl2). Run in O (water). Run at temperature 100 celsius. The product is BrC=1C=NC=C(C1C)C1CC1 (3-bromo-5-cyclopropyl-4-methylpyridine). As a reaction SMILES: C(=O)([O-])[O-].[Cs+].[Cs+].Br[C:8]1[CH:9]=[N:10][CH:11]=[C:12]([Br:15])[C:13]=1[CH3:14].[CH:16]1(B(O)O)[CH2:18][CH2:17]1.O1CCOCC1>C1C=CC(P(C2C=CC=CC=2)[C-]2C=CC=C2)=CC=1.C1C=CC(P(C2C=CC=CC=2)[C-]2C=CC=C2)=CC=1.Cl[Pd]Cl.[Fe+2].O>[Br:15][C:12]1[CH:11]=[N:10][CH:9]=[C:8]([CH:16]2[CH2:18][CH2:17]2)[C:13]=1[CH3:14] |f:0.1.2,6.7.8.9|. Procedure details: Cesium carbonate (2.59 g, 0.00797 mol) was added to a stirred solution of 3,5-dibromo-4-methylpyridine (1.0 g, 0.0039 mol) and cyclopropylboronic acid (0.34 g, 0.0039 mol) in the mixture of 1,4-dioxan (35 mL) and water (15 mL). The reaction mixture was purged with argon for 20 min. Next, Pd(dppf)2Cl2 (0.14 g, 0.000199 mol) was added. The reaction mixture was heated at 100° C. and for 6 h. It was cooled to room temperature, filtered through a bed of CELITE and the bed was thoroughly washed with e... Reaction SMILES: [ClH:13].[F:14][c:15]1[cH:16][c:17]([CH2:18][O:19][NH2:20])[cH:21][cH:22][cH:23]1.[OH:1][c:2]1[cH:3][c:4]([C:10]([CH3:11])=[O:12])[cH:5][cH:6][c:7]1[O:8][CH3:9]>>[OH:1][c:2]1[cH:3][c:4]([C:10]([CH3:11])=[N:20][O:19][CH2:18][c:17]2[cH:16][c:15]([F:14])[cH:23][cH:22][cH:21]2)[cH:5][cH:6][c:7]1[O:8][CH3:9]. The reactants are Cl, NOCc1cccc(F)c1, COc1ccc(C(C)=O)cc1O. The product is COc1ccc(C(C)=NOCc2cccc(F)c2)cc1O. Reactants: CCCCCCCCCCCC, CCOC(C)=O, NC1CCCCC1N, Ic1ccncc1, [K+], [K+], [K+], C1COCCO1, O, O=P([O-])([O-])[O-], COC(=O)c1c[nH]c2ncccc12. The product is COC(=O)c1cn(-c2ccncc2)c2ncccc12. As a reaction SMILES: [CH3:37][CH2:38][CH2:39][CH2:40][CH2:41][CH2:42][CH2:43][CH2:44][CH2:45][CH2:46][CH2:47][CH3:48].[CH3:50][CH2:51][O:52][C:53](=[O:54])[CH3:55].[CH:29]1([NH2:30])[CH2:31][CH2:32][CH2:33][CH2:34][CH:35]1[NH2:36].[I:14][c:15]1[cH:16][cH:17][n:18][cH:19][cH:20]1.[K+:26].[K+:27].[K+:28].[O:56]1[CH2:57][CH2:58][O:59][CH2:60][CH2:61]1.[OH2:49].[P:21]([O-:22])([O-:23])([O-:24])=[O:25].[nH:1]1[cH:2][c:3]([C:10](=[O:11])[O:12][CH3:13])[c:4]2[c:5]1[n:6][cH:7][cH:8][cH:9]2>>[n:1]1(-[c:15]2[cH:16][cH:17][n:18][cH:19][cH:20]2)[cH:2][c:3]([C:10](=[O:11])[O:12][CH3:13])[c:4]2[c:5]1[n:6][cH:7][cH:8][cH:9]2. Reactants: [BH4-].[Na+] (sodium borohydride), NC1=C(C=C(C=C1Cl)S(=O)(=O)NC(C(=O)N1CCC(CC1)=O)CC1=CC2=C(NC=N2)C=C1)Cl (4-amino-N-[1-(1H-benzimidazol-5-yl-methyl)-2-(piperidin-4-on-1-yl]-2-oxo-ethyl]-3,5-dichloro-benzenesulphonamide), O (water). Solvent: CN(C=O)C (dimethylformamide). Conditions: time 12 hour. Product: NC1=C(C=C(C=C1Cl)S(=O)(=O)NC(C(=O)N1CCC(CC1)O)CC1=CC2=C(NC=N2)C=C1)Cl (4-Amino-N-[1-(1H-benzimidazol-5-yl-methyl)-2-(4-hydroxy-piperidin-1-yl)-2-oxo-ethyl]-3,5-dichlorobenzenesulphonamide). RXN SMILES: [NH2:1][C:2]1[C:7]([Cl:8])=[CH:6][C:5]([S:9]([NH:12][CH:13]([CH2:23][C:24]2[CH:32]=[CH:31][C:27]3[NH:28][CH:29]=[N:30][C:26]=3[CH:25]=2)[C:14]([N:16]2[CH2:21][CH2:20][C:19](=[O:22])[CH2:18][CH2:17]2)=[O:15])(=[O:11])=[O:10])=[CH:4][C:3]=1[Cl:33].[BH4-].[Na+].O>CN(C)C=O>[NH2:1][C:2]1[C:7]([Cl:8])=[CH:6][C:5]([S:9]([NH:12][CH:13]([CH2:23][C:24]2[CH:32]=[CH:31][C:27]3[NH:28][CH:29]=[N:30][C:26]=3[CH:25]=2)[C:14]([N:16]2[CH2:17][CH2:18][CH:19]([OH:22])[CH2:20][CH2:21]2)=[O:15])(=[O:10])=[O:11])=[CH:4][C:3]=1[Cl:33] |f:1.2|. Procedure: 410 mg (0.8 mMol) of 4-amino-N-[1-(1H-benzimidazol-5-yl-methyl)-2-(piperidin-4-on-1-yl]-2-oxo-ethyl]-3,5-dichloro-benzenesulphonamide are dissolved in 8 ml of absolute dimethylformamide, mixed with 100 mg (2.6 mMol) of sodium borohydride and left to stand for 12 hours at ambient temperature. Then the reaction mixture is poured into water and extracted 3 times with ethyl acetate. The organic phase is washed twice with water, dried with sodium sulphate and evaporated down. The residue is purified ...